From a dataset of the Open Reaction Database (ORD), a public repository of structured organic reaction records. describe an organic reaction: reactants, conditions, products, and yield Starting materials: ClC1=C2C3=C(C(NC2=NC=C1)=O)C=CC=C3 (1-Chloro-5H-benzo[c][1,8]naphthyridin-6-one), C(#C)C1=CC=CC2=CC=CC=C12 (1-ethynylnaphthalene). The product is C1(=CC=CC2=CC=CC=C12)C#CC1=C2C3=C(C(NC2=NC=C1)=O)C=CC=C3 (1-(1-Naphthylethynyl)benzo[c]-1,8-naphthyridin-6(5H)-one). The yield is 66.5%. Reaction SMILES: Cl[C:2]1[CH:11]=[CH:10][N:9]=[C:8]2[C:3]=1[C:4]1[CH:16]=[CH:15][CH:14]=[CH:13][C:5]=1[C:6](=[O:12])[NH:7]2.[C:17]([C:19]1[C:28]2[C:23](=[CH:24][CH:25]=[CH:26][CH:27]=2)[CH:22]=[CH:21][CH:20]=1)#[CH:18]>>[C:19]1([C:17]#[C:18][C:2]2[CH:11]=[CH:10][N:9]=[C:8]3[C:3]=2[C:4]2[CH:16]=[CH:15][CH:14]=[CH:13][C:5]=2[C:6](=[O:12])[NH:7]3)[C:28]2[C:23](=[CH:24][CH:25]=[CH:26][CH:27]=2)[CH:22]=[CH:21][CH:20]=1. Procedure details: The title compound was synthesized according to the procedure described for the preparation of Example 160 using 83 (100 mg, 0.43 mmol) and 1-ethynylnaphthalene (0.09 mL, 0.65 mmol) to provide 253 (99 mg, 66% yield) as a tan solid. LC-MS (M+H=347 obsd.=347). 1H NMR (400 MHz, d6-DMSO): δ 12.25 (s, 1H), 9.89 (d, 1H), 8.55 (d, 1H), 8.46 (d, 2H), 8.16 (d, 1H), 8.10 (m, 2H), 8.01 (m, 1H), 7.75 (m, 5H). Run at time 12 hour. Procedure details: 150 mg of the compound from Example 39A are provided with 4 eq. of lithium perchlorate and ethyl acrylate in excess (approximately 400 μl) is added. The suspension is stirred at RT for 12 h and then purified directly via preparative HPLC (method 6). 79 mg (42% of theory) of the title compound are obtained. As a reaction SMILES: [CH:1]1([N:4]2[C:13]3[C:8](=[CH:9][C:10]([F:24])=[C:11]([N:16]4[CH2:21][CH:20]([CH3:22])[NH:19][CH:18]([CH3:23])[CH2:17]4)[C:12]=3[O:14][CH3:15])[C:7](=[O:25])[C:6]([C:26]([NH:28][CH2:29][C:30]3[CH:35]=[CH:34][C:33]([Cl:36])=[CH:32][C:31]=3[Cl:37])=[O:27])=[CH:5]2)[CH2:3][CH2:2]1.Cl([O-])(=O)(=O)=O.[Li+].[C:44]([O:48][CH2:49][CH3:50])(=[O:47])[CH:45]=[CH2:46]>>[ClH:36].[CH:1]1([N:4]2[C:13]3[C:8](=[CH:9][C:10]([F:24])=[C:11]([N:16]4[CH2:17][CH:18]([CH3:23])[N:19]([CH2:46][CH2:45][C:44]([O:48][CH2:49][CH3:50])=[O:47])[CH:20]([CH3:22])[CH2:21]4)[C:12]=3[O:14][CH3:15])[C:7](=[O:25])[C:6]([C:26]([NH:28][CH2:29][C:30]3[CH:35]=[CH:34][C:33]([Cl:36])=[CH:32][C:31]=3[Cl:37])=[O:27])=[CH:5]2)[CH2:3][CH2:2]1 |f:1.2,4.5|. Product: Cl.C1(CC1)N1C=C(C(C2=CC(=C(C(=C12)OC)N1CC(N(C(C1)C)CCC(=O)OCC)C)F)=O)C(=O)NCC1=C(C=C(C=C1)Cl)Cl (1-Cyclopropyl-N-(2,4-dichlorobenzyl)-7-[(3RS,5SR)-3,5-dimethyl-4-(2-ethoxycarbonylethyl)piperazin-1-yl]-6-fluoro-8-methoxy-4-oxo-1,4-dihydroquinoline-3-carboxamide hydrochloride). Starting materials: C1(CC1)N1C=C(C(C2=CC(=C(C(=C12)OC)N1CC(NC(C1)C)C)F)=O)C(=O)NCC1=C(C=C(C=C1)Cl)Cl (1-Cyclopropyl-N-(2,4-dichlorobenzyl)-7-[(3RS,5SR)-3,5-dimethylpiperazin-1-yl]-6-fluoro-8-methoxy-4-oxo-1,4-dihydroquinoline-3-carboxamide), Cl(=O)(=O)(=O)[O-].[Li+] (lithium perchlorate), C(C=C)(=O)OCC (ethyl acrylate). The reactants are CCSCCOC(=O)N(C)C(=O)Oc1cccc2c1OC(C)(C)C2, CC(=O)O, [H][H], O[O-], O. The product is CCS(=O)CCOC(=O)N(C)C(=O)Oc1cccc2c1OC(C)(C)C2. As a reaction SMILES: [CH2:5]([CH3:6])[S:7][CH2:8][CH2:9][O:10][C:11](=[O:12])[N:13]([C:14]([O:15][c:16]1[cH:17][cH:18][cH:19][c:20]2[c:24]1[O:23][C:22]([CH3:25])([CH3:26])[CH2:21]2)=[O:27])[CH3:28].[CH3:30][C:31](=[O:32])[OH:33].[H:1][H:2].[O:3][O-:4].[OH2:29]>>[O:4]=[S:7]([CH2:5][CH3:6])[CH2:8][CH2:9][O:10][C:11](=[O:12])[N:13]([C:14]([O:15][c:16]1[cH:17][cH:18][cH:19][c:20]2[c:24]1[O:23][C:22]([CH3:25])([CH3:26])[CH2:21]2)=[O:27])[CH3:28]. The reactants are N[C@H]1C[C@@H](C[C@H]1NC1=NC2=CC=C(C=C2C=N1)C1=C(C(=CC(=C1Cl)OC)OC)Cl)C(=O)N(C)C ((1S,3S,4R)-3-amino-4-((6-(2,6-dichloro-3,5-dimethoxyphenyl)quinazolin-2-yl)amino)-N,N-dimethylcyclopentanecarboxamide), CCN(C(C)C)C(C)C (DIEA), C(C=C)(=O)Cl (acryloyl chloride). The solvent is C(Cl)Cl (CH2Cl2). Run at temperature 0 celsius, time 30 minute. Yields the product C(C=C)(=O)N[C@H]1C[C@@H](C[C@H]1NC1=NC2=CC=C(C=C2C=N1)C1=C(C(=CC(=C1Cl)OC)OC)Cl)C(=O)N(C)C ((1R,3S,4R)-3-acrylamido-4-((6-(2,6-dichloro-3,5-dimethoxyphenyl)quinazolin-2-yl)amino)-N,N-dimethylcyclopentanecarboxamide). Isolated yield 77.8%. Reaction SMILES: [NH2:1][C@@H:2]1[C@H:6]([NH:7][C:8]2[N:17]=[CH:16][C:15]3[C:10](=[CH:11][CH:12]=[C:13]([C:18]4[C:23]([Cl:24])=[C:22]([O:25][CH3:26])[CH:21]=[C:20]([O:27][CH3:28])[C:19]=4[Cl:29])[CH:14]=3)[N:9]=2)[CH2:5][C@@H:4]([C:30]([N:32]([CH3:34])[CH3:33])=[O:31])[CH2:3]1.CCN(C(C)C)C(C)C.[C:44](Cl)(=[O:47])[CH:45]=[CH2:46]>C(Cl)Cl>[C:44]([NH:1][C@@H:2]1[C@H:6]([NH:7][C:8]2[N:17]=[CH:16][C:15]3[C:10](=[CH:11][CH:12]=[C:13]([C:18]4[C:23]([Cl:24])=[C:22]([O:25][CH3:26])[CH:21]=[C:20]([O:27][CH3:28])[C:19]=4[Cl:29])[CH:14]=3)[N:9]=2)[CH2:5][C@@H:4]([C:30]([N:32]([CH3:34])[CH3:33])=[O:31])[CH2:3]1)(=[O:47])[CH:45]=[CH2:46]. Procedure details: (1S,3S,4R)-3-amino-4-((6-(2,6-dichloro-3,5-dimethoxyphenyl)quinazolin-2-yl)amino)-N,N-dimethylcyclopentanecarboxamide (0.050 g, 0.099 mmol) was taken up in CH2Cl2 (25 ml) and cooled to 0° C., followed by addition of DIEA (0.017 ml, 0.099 mmol) then acryloyl chloride (8.86 μl, 0.109 mmol) slowly. The reaction mixture was stirred at 0° C. for 30 minutes. After the reaction was complete, the reaction mixture was loaded directly onto silica and purified via flash chromatography (0-10% CH2Cl2/MeOH; 1... The reactants are [N+](=O)([O-])C=1C(=C2C(=NC1)C=CS2)NC2CCC(CC2)NC(OC(C)(C)C)=O (tert-Butyl {4-[(6-nitrothieno[3,2-b]pyridin-7-yl)amino]cyclohexyl}carbamate). The reagents and catalysts are [Pd] (Pd/C). Solvent: CO (methanol). The product is NC=1C(=C2C(=NC1)C=CS2)NC2CCC(CC2)NC(OC(C)(C)C)=O (tert-Butyl {4-[(6-aminothieno[3,2-b]pyridin-7-yl)amino]cyclohexyl}carbamate). As a reaction SMILES: [N+:1]([C:4]1[C:5]([NH:13][CH:14]2[CH2:19][CH2:18][CH:17]([NH:20][C:21](=[O:27])[O:22][C:23]([CH3:26])([CH3:25])[CH3:24])[CH2:16][CH2:15]2)=[C:6]2[S:12][CH:11]=[CH:10][C:7]2=[N:8][CH:9]=1)([O-])=O>CO.[Pd]>[NH2:1][C:4]1[C:5]([NH:13][CH:14]2[CH2:15][CH2:16][CH:17]([NH:20][C:21](=[O:27])[O:22][C:23]([CH3:25])([CH3:24])[CH3:26])[CH2:18][CH2:19]2)=[C:6]2[S:12][CH:11]=[CH:10][C:7]2=[N:8][CH:9]=1. Procedure details: tert-Butyl {4-[(6-nitrothieno[3,2-b]pyridin-7-yl)amino]cyclohexyl}carbamate (216 mg, 0.550 mmol) and 10% Pd/C (20 mg) in methanol (5 mL) was subjected to balloon pressure of H2 at room temperature for 2 h. The mixture was filtered, concentrated and purified on silica gel column (eluting with 0-10% MeOH in methylene chloride) to give the desired product. LCMS calculated for C18H27N4O2S (M+H)+: m/z=363.2. Found: 363.1.